From a dataset of the Open Reaction Database (ORD), a public repository of structured organic reaction records. describe an organic reaction: reactants, conditions, products, and yield The product is [Cl-].COC1=C(C(=[N+](C=C1)C=1NC2=C(N1)C=CC(=C2)C(F)(F)F)CSC=C(C)C)C (4-methoxy-3-methyl-2-[[(2-methylpropenyl)thio]methyl]-1-[5-(trifluoromethyl)-2-benzimidazolyl]pyridinium chloride). The reactants are COC1=C(C(=[N+](C=C1)C=1NC2=C(N1)C=CC(=C2)C(F)(F)F)CSC=C(C)C)C (4-methoxy 3-methyl-2-[[(2-methylpropenyl)thio]methyl]-1-[5-(trifluoromethyl)-2-benzimidazolyl]pyridinium), C(Cl)Cl (methylene chloride). Solvent: Cl (hydrochloric acid). Procedure: 60 mg of intramolecularly deprotonized 4-methoxy 3-methyl-2-[[(2-methylpropenyl)thio]methyl]-1-[5-(trifluoromethyl)-2-benzimidazolyl]pyridinium cation were dissolved in methylene chloride, whereupon 0.5 ml of 4.7N methanolic hydrochloric acid was added thereto, the solution was concentrated and the residue was crystallized from ethyl acetate/ether. The 4-methoxy-3-methyl-2-[[(2-methylpropenyl)thio]methyl]-1-[5-(trifluoromethyl)-2-benzimidazolyl]pyridinium chloride obtained exhibited a melting po... Reaction SMILES: [CH3:1][O:2][C:3]1[CH:8]=[CH:7][N+:6]([C:9]2[NH:10][C:11]3[CH:17]=[C:16]([C:18]([F:21])([F:20])[F:19])[CH:15]=[CH:14][C:12]=3[N:13]=2)=[C:5]([CH2:22][S:23][CH:24]=[C:25]([CH3:27])[CH3:26])[C:4]=1[CH3:28].C(Cl)[Cl:30]>Cl>[Cl-:30].[CH3:1][O:2][C:3]1[CH:8]=[CH:7][N+:6]([C:9]2[NH:10][C:11]3[CH:17]=[C:16]([C:18]([F:20])([F:21])[F:19])[CH:15]=[CH:14][C:12]=3[N:13]=2)=[C:5]([CH2:22][S:23][CH:24]=[C:25]([CH3:26])[CH3:27])[C:4]=1[CH3:28] |f:3.4|. Reactants: COC1=CC=CC=2NC(=NC21)CCC (4-methoxy-2-propyl-1H-benzo[d]imidazole), BrCC1=CC2=C(/C(/C3=C(OC2)C=C(C=C3)F)=C(\C#N)/C)C=C1 ((E)-2-[8-(bromomethyl)-3-fluorodibenzo[b,e]oxepin-11(6H)-ylidene]propanenitrile). Product: FC=1C=CC\2=C(OCC3=C(/C2=C(\C#N)/C)C=CC(=C3)CN3C(=NC2=C3C=CC=C2OC)CCC)C1 ((E)-2-{3-fluoro-8-[(4-methoxy-2-propyl-1H-benzo[d]imidazol-1-yl)methyl]dibenzo[b,e]oxepin-11(6H)-ylidene}propanenitrile). The yield is 53.8%. RXN SMILES: [CH3:1][O:2][C:3]1[C:11]2[N:10]=[C:9]([CH2:12][CH2:13][CH3:14])[NH:8][C:7]=2[CH:6]=[CH:5][CH:4]=1.Br[CH2:16][C:17]1[CH:36]=[CH:35][C:20]2/[C:21](=[C:31](/[CH3:34])\[C:32]#[N:33])/[C:22]3[CH:29]=[CH:28][C:27]([F:30])=[CH:26][C:23]=3[O:24][CH2:25][C:19]=2[CH:18]=1>>[F:30][C:27]1[CH:28]=[CH:29][C:22]2=[C:23]([CH:26]=1)[O:24][CH2:25][C:19]1[CH:18]=[C:17]([CH2:16][N:8]3[C:7]4[CH:6]=[CH:5][CH:4]=[C:3]([O:2][CH3:1])[C:11]=4[N:10]=[C:9]3[CH2:12][CH2:13][CH3:14])[CH:36]=[CH:35][C:20]=1/[C:21]/2=[C:31](/[CH3:34])\[C:32]#[N:33]. Reported procedure: Using 4-methoxy-2-propyl-1H-benzo[d]imidazole (Journal of Pharmacy and Pharmacology; 1956, vol. 8, p 661, 338 mg, 1.78 mmol) and (E)-2-[8-(bromomethyl)-3-fluorodibenzo[b,e]oxepin-11(6H)-ylidene]propanenitrile (700 mg, 1.95 mmol) obtained in Reference Example 1, and in the same manner as in Reference Example 1A, the title compound (448 mg, 54%) was obtained. Starting materials: C[Si](C)(C)I, ClC(Cl)Cl, COc1ccc(Cc2cnc(NC3CCC(C(C)C)CC3)c3ccccc23)cn1. Yields the product CC(C)C1CCC(Nc2ncc(Cc3ccc(O)nc3)c3ccccc23)CC1. As a reaction SMILES: [CH3:1][Si:2]([I:3])([CH3:4])[CH3:5].[CH:35]([Cl:36])([Cl:37])[Cl:38].[CH:6]([CH3:7])([CH3:8])[CH:9]1[CH2:10][CH2:11][CH:12]([NH:15][c:16]2[n:17][cH:18][c:19]([CH2:26][c:27]3[cH:28][n:29][c:30]([O:33][CH3:34])[cH:31][cH:32]3)[c:20]3[cH:21][cH:22][cH:23][cH:24][c:25]23)[CH2:13][CH2:14]1>>[CH:6]([CH3:7])([CH3:8])[CH:9]1[CH2:10][CH2:11][CH:12]([NH:15][c:16]2[n:17][cH:18][c:19]([CH2:26][c:27]3[cH:28][n:29][c:30]([OH:33])[cH:31][cH:32]3)[c:20]3[cH:21][cH:22][cH:23][cH:24][c:25]23)[CH2:13][CH2:14]1. Starting materials: [Al+3], O=C(O)c1ccc2c(c1)OC(F)(F)O2, [H-], [H-], [H-], [H-], [Li+], [Na+], C1CCOC1, [OH-], O. Product: OCc1ccc2c(c1)OC(F)(F)O2. As a reaction SMILES: [Al+3:2].[F:7][C:8]1([F:20])[O:9][c:10]2[c:11]([cH:13][cH:14][c:15]([C:17](=[O:18])[OH:19])[cH:16]2)[O:12]1.[H-:1].[H-:4].[H-:5].[H-:6].[Li+:3].[Na+:23].[O:24]1[CH2:25][CH2:26][CH2:27][CH2:28]1.[OH-:22].[OH2:21]>>[F:7][C:8]1([F:20])[O:9][c:10]2[c:11]([cH:13][cH:14][c:15]([CH2:17][OH:18])[cH:16]2)[O:12]1. Reactants: O=C(O)c1cnc(Cl)c(Cl)c1Nc1ccc(Br)cc1Cl, CO, Cc1ccccc1, C[Si](C)(C)C=[N+]=[N-]. The product is COC(=O)c1cnc(Cl)c(Cl)c1Nc1ccc(Br)cc1Cl. Reaction SMILES: [Br:1][c:2]1[cH:3][c:4]([Cl:20])[c:5]([NH:8][c:9]2[c:10]([Cl:19])[c:11]([Cl:18])[n:12][cH:13][c:14]2[C:15](=[O:16])[OH:17])[cH:6][cH:7]1.[CH3:21][OH:22].[CH3:30][c:31]1[cH:32][cH:33][cH:34][cH:35][cH:36]1.[Si:23]([CH3:24])([CH:25]=[N+:26]=[N-:27])([CH3:28])[CH3:29]>>[Br:1][c:2]1[cH:3][c:4]([Cl:20])[c:5]([NH:8][c:9]2[c:10]([Cl:19])[c:11]([Cl:18])[n:12][cH:13][c:14]2[C:15](=[O:16])[O:17][CH3:24])[cH:6][cH:7]1. Starting materials: CC(C)([O-])C.[K+] (potassium t-butoxide), Cl.CC(C)=NO (acetone oxime hydrochloride), FC1=C(C(=O)NC=2C(=CC=CC2)NC(C2=CC=C(C=C2)OC)=O)C=CC=C1C#N (N1-(2-fluoro-3-cyanobenzoyl)-N2-(4-methoxybenzoyl)-1,2-benzenediamine), CC(C)([O-])C.[K+] (potassium t-butoxide), Cl.CC(C)=NO (acetone oxime hydrochloride). Solvent: CN(C)C=O (DMF). Run at time 1 hour. Product: NC1=NOC2=C1C=CC=C2C(=O)NC=2C(=CC=CC2)NC(C2=CC=C(C=C2)OC)=O (N1-[(3-amino-1,2-benzisoxazol-7-yl)carbonyl]-N2-(4-methoxybenzoyl)-1,2-benzenediamine). The yield is 35.6%. RXN SMILES: CC(C)([O-])C.[K+].Cl.CC(=[N:11][OH:12])C.F[C:14]1[C:39]([C:40]#[N:41])=[CH:38][CH:37]=[CH:36][C:15]=1[C:16]([NH:18][C:19]1[C:20]([NH:25][C:26](=[O:35])[C:27]2[CH:32]=[CH:31][C:30]([O:33][CH3:34])=[CH:29][CH:28]=2)=[CH:21][CH:22]=[CH:23][CH:24]=1)=[O:17]>CN(C=O)C>[NH2:41][C:40]1[C:39]2[CH:38]=[CH:37][CH:36]=[C:15]([C:16]([NH:18][C:19]3[C:20]([NH:25][C:26](=[O:35])[C:27]4[CH:28]=[CH:29][C:30]([O:33][CH3:34])=[CH:31][CH:32]=4)=[CH:21][CH:22]=[CH:23][CH:24]=3)=[O:17])[C:14]=2[O:12][N:11]=1 |f:0.1,2.3|. Reported procedure: To a suspension of potassium t-butoxide (92 mg, 0.82 mmol) in DMF (5 mL) was added acetone oxime hydrochloride (60 mg, 0.82 mmol). After 1 h, N1-(2-fluoro-3-cyanobenzoyl)-N2-(4-methoxybenzoyl)-1,2-benzenediamine (290 mg, 0.74 mmol) was added. After another 2 h, potassium t-butoxide (92 mg, 0.82 mmol) and acetone oxime hydrochloride (60 mg, 0.82 mmol) were added. After 12 h, the reaction was concentrated and the residue was dissolved in ethyl acetate and washed with water (2×), brine, MgSO4 dried... The reactants are ice, bromomethyl, BrCC1=C(C=CC=C1)C(C(=O)OC)=COC (methyl α-(2-bromomethylphenyl)-β-methoxyacrylate), C(CCC)O (n-butanol), [H-].[Na+] (sodium hydride), [Na+].[Cl-] (NaCl). The solvent is C1CCOC1 (THF), CN(C=O)C (dimethylformamide). Product: C(CCC)OCC1=C(C=CC=C1)C(C(=O)OC)=COC (Methyl α-(2-butoxymethylphenyl)-β-methoxyacrylate). Reaction SMILES: [CH2:1]([OH:5])[CH2:2][CH2:3][CH3:4].[H-].[Na+].Br[CH2:9][C:10]1[CH:15]=[CH:14][CH:13]=[CH:12][C:11]=1[C:16](=[CH:21][O:22][CH3:23])[C:17]([O:19][CH3:20])=[O:18].[Na+].[Cl-]>CN(C)C=O.C1COCC1>[CH2:1]([O:5][CH2:9][C:10]1[CH:15]=[CH:14][CH:13]=[CH:12][C:11]=1[C:16](=[CH:21][O:22][CH3:23])[C:17]([O:19][CH3:20])=[O:18])[CH2:2][CH2:3][CH3:4] |f:1.2,4.5|. Procedure: 7.4 g of n-butanol are dissolved in 50 ml of dimethylformamide, and 2.4 g of sodium hydride are added. The solution is slightly heated until everything has reacted. This solution is gradually added dropwise at -20° C. to 28.4 g of methyl α-(2-bromomethylphenyl)-β-methoxyacrylate in 150 ml of THF. Once the bromomethyl compound is no longer detectable by thin layer chromatography, 100 g of ice and 100 ml of saturated NaCl solution are added. Extraction with methylene chloride gives 23 g of an oil ... Reactants: C(C)C1CCN=C(CC1)OC (4-ethyl-3,4,5,6-tetrahydro-7-methoxy-2H-azepine), [Cl-].[NH4+] (ammonium chloride). The solvent is CO (methanol). Yields the product Cl.C(C)C1CCC(NCC1)=N (5-ethyl-hexahydro-1H-azepin-2-imine, monohydrochloride). The yield is 84.9%. As a reaction SMILES: [CH2:1]([CH:3]1[CH2:9][CH2:8][C:7](OC)=[N:6][CH2:5][CH2:4]1)[CH3:2].[Cl-:12].[NH4+:13]>CO>[ClH:12].[CH2:1]([CH:3]1[CH2:4][CH2:5][NH:6][C:7](=[NH:13])[CH2:8][CH2:9]1)[CH3:2] |f:1.2,4.5|. Reported procedure: The title product of EXAMPLE 26 (0.28 g, 1.80 mmol) and 0.11 g (2.0 mmol) of ammonium chloride (NH4Cl) were refluxed in 20 mL of methanol (MeOH) under a nitrogen atmosphere for 3.5 h. After cooling the reaction to room temperature, it was filtered, stripped of all solvent under reduced pressure, and partitioned between 20 mL of water and 25 mL of EtOAc. The organic and aqueous phases were separated and the aqueous phase was washed with another 25 mL portion of EtOAc before it was lyophilized to ...